This data is from the Open Reaction Database (ORD), a public repository of structured organic reaction records. The task is: describe an organic reaction: reactants, conditions, products, and yield Starting materials: CC(=O)OC(C)=O, ClCCl, Nc1ccc2c(c1)CCCC2=O, c1ccncc1. Reaction SMILES: [CH3:13][C:14](=[O:15])[O:16][C:17](=[O:18])[CH3:19].[Cl:26][CH2:27][Cl:28].[NH2:1][c:2]1[cH:3][c:4]2[c:9]([cH:10][cH:11]1)[C:8](=[O:12])[CH2:7][CH2:6][CH2:5]2.[cH:20]1[cH:21][cH:22][n:23][cH:24][cH:25]1>>[NH:1]([c:2]1[cH:3][c:4]2[c:9]([cH:10][cH:11]1)[C:8](=[O:12])[CH2:7][CH2:6][CH2:5]2)[C:14]([CH3:13])=[O:15]. Yields the product CC(=O)Nc1ccc2c(c1)CCCC2=O. The reagents and catalysts are S(O)(O)(=O)=O (sulfuric acid). As a reaction SMILES: [N+:1]([O-:4])(O)=[O:2].C(OC(=O)C)(=O)C.[O:12]1[CH:16]=[CH:15][CH:14]=[C:13]1[C:17]1[C:21]([CH:22]=[O:23])=[CH:20][NH:19][N:18]=1.C([O-])(=O)C.[Na+].N>S(=O)(=O)(O)O>[N+:1]([C:16]1[O:12][C:13]([C:17]2[C:21]([CH:22]=[O:23])=[CH:20][NH:19][N:18]=2)=[CH:14][CH:15]=1)([O-:4])=[O:2] |f:3.4|. The product is [N+](=O)([O-])C1=CC=C(O1)C1=NNC=C1C=O (3-(5-nitro-2-furyl)-1H-pyrazole-4-carboxaldehyde). Reported procedure: Add 3 ml of 65% nitric acid dropwise to 11 ml of acetic anhydride at room temperature. Then add 1 drop of concentrated sulfuric acid thereto before stirring for 30 minutes and then incorporating therein 1.5 g of 3-(2-furyl)-1H-pyrazole-4-carboxaldehyde. Stir the resulting admixture for 45 minutes at room temperature before adding 4.8 g of sodium acetate. Heat for 1 hour at 30° C and then for 2 hours at 40° C. Pour the thus-produced solution on ice, neutralize it with concentrated ammonia solutio... Reaction conditions: temperature 30 celsius, time 30 minute. Reactants: C(C)(=O)[O-].[Na+] (sodium acetate), [N+](=O)(O)[O-] (nitric acid), C(C)(=O)OC(C)=O (acetic anhydride), N (ammonia), O1C(=CC=C1)C1=NNC=C1C=O (3-(2-furyl)-1H-pyrazole-4-carboxaldehyde). Reactants: BrCCC1CCCCC1, O=C([O-])[O-], CN(C)C=O, Cl, [K+], [K+], NC(=O)c1ccc(Oc2ccc(C3CCCNC3)cc2)nc1. Product: NC(=O)c1ccc(Oc2ccc(C3CCCN(CCC4CCCCC4)C3)cc2)nc1. Reaction SMILES: [Br:24][CH2:25][CH2:26][CH:27]1[CH2:28][CH2:29][CH2:30][CH2:31][CH2:32]1.[C:33](=[O:34])([O-:35])[O-:36].[CH3:39][N:40]([CH3:41])[CH:42]=[O:43].[ClH:1].[K+:37].[K+:38].[NH:2]1[CH2:3][CH:4]([c:8]2[cH:9][cH:10][c:11]([O:12][c:13]3[n:14][cH:15][c:16]([C:17](=[O:18])[NH2:19])[cH:20][cH:21]3)[cH:22][cH:23]2)[CH2:5][CH2:6][CH2:7]1>>[N:2]1([CH2:25][CH2:26][CH:27]2[CH2:28][CH2:29][CH2:30][CH2:31][CH2:32]2)[CH2:3][CH:4]([c:8]2[cH:9][cH:10][c:11]([O:12][c:13]3[n:14][cH:15][c:16]([C:17](=[O:18])[NH2:19])[cH:20][cH:21]3)[cH:22][cH:23]2)[CH2:5][CH2:6][CH2:7]1.